From a dataset of the Open Reaction Database (ORD), a public repository of structured organic reaction records. describe an organic reaction: reactants, conditions, products, and yield Reactants: ClC1=CC(=C(C=C1O)N1C(=NC(=C(C1=O)F)C(C(F)(F)F)(F)F)OC)F (1-(4-chloro-2-fluoro-5-hydroxyphenyl)-5-fluoro-2-methoxy-4-pentafluoroethyl-6(1H)-pyrimidinone), COCCl (chlorodimethyl ether), [H-].[Na+] (sodium hydride). Solvent: CN(C=O)C (dimethylformamide). The product is ClC1=CC(=C(C=C1OCOC)N1C(=NC(=C(C1=O)F)C(C(F)(F)F)(F)F)OC)F (1-(4-chloro-2-fluoro-5 -methoxymethoxy-phenyl)-5-fluoro-2-methoxy-4-pentafluoroethyl-6(1H)-pyrimidinone). As a reaction SMILES: [Cl:1][C:2]1[C:7]([OH:8])=[CH:6][C:5]([N:9]2[C:14](=[O:15])[C:13]([F:16])=[C:12]([C:17]([F:23])([F:22])[C:18]([F:21])([F:20])[F:19])[N:11]=[C:10]2[O:24][CH3:25])=[C:4]([F:26])[CH:3]=1.[CH3:27][O:28][CH2:29]Cl.[H-].[Na+]>CN(C)C=O>[Cl:1][C:2]1[C:7]([O:8][CH2:27][O:28][CH3:29])=[CH:6][C:5]([N:9]2[C:14](=[O:15])[C:13]([F:16])=[C:12]([C:17]([F:22])([F:23])[C:18]([F:19])([F:21])[F:20])[N:11]=[C:10]2[O:24][CH3:25])=[C:4]([F:26])[CH:3]=1 |f:2.3|. Procedure: using 1-(4-chloro-2-fluoro-5-hydroxyphenyl)-5-fluoro-2-methoxy-4-pentafluoroethyl-6(1H)-pyrimidinone and chlorodimethyl ether with sodium hydride in dimethylformamide there is obtained 1-(4-chloro-2-fluoro-5 -methoxymethoxy-phenyl)-5-fluoro-2-methoxy-4-pentafluoroethyl-6(1H)-pyrimidinone, 1H-NMR CDCl3, 400 MHz): 7.34 ppm (d,1H), 7.13 ppm (d,1H), 5.22 ppm (q,2H), 3.98 ppm (s,3H), 3.52 ppm (s,3H); The reactants are ( c ), ( d ), C(C)OC(=O)C=1C(=C2C(=CN1)N(C(=C2Br)Br)CC2=CC=C(C=C2)F)O (2,3-dibromo-1-(4-fluoro-benzyl)-4-hydroxy-1H-pyrrolo[2,3-c]pyridine-5-carboxylic acid ethyl ester), C(C)OC(=O)C1=C(NC=C1)C (2-methyl-1H-pyrrole-3-carboxylic acid ethyl ester), COC=1C=C(CCl)C=CC1 (3-methoxybenzyl chloride). Yields the product C(C)OC(=O)C=1C(=C2C(=CN1)N(C(=C2Br)Br)CC2=CC(=CC=C2)OC)O (2,3-Dibromo-1-(3-methoxy-benzyl)-4-hydroxy-1H-pyrrolo[2,3-c]pyridine-5-carboxylic acid ethyl ester). As a reaction SMILES: [CH2:1]([O:3][C:4]([C:6]1[C:7]([OH:25])=[C:8]2[C:14]([Br:15])=[C:13]([Br:16])[N:12]([CH2:17][C:18]3[CH:23]=[CH:22][C:21](F)=[CH:20][CH:19]=3)[C:9]2=[CH:10][N:11]=1)=[O:5])[CH3:2].[CH2:26]([O:28]C(C1C=CNC=1C)=O)C.COC1C=C(C=CC=1)CCl>>[CH2:1]([O:3][C:4]([C:6]1[C:7]([OH:25])=[C:8]2[C:14]([Br:15])=[C:13]([Br:16])[N:12]([CH2:17][C:18]3[CH:23]=[CH:22][CH:21]=[C:20]([O:28][CH3:26])[CH:19]=3)[C:9]2=[CH:10][N:11]=1)=[O:5])[CH3:2]. Procedure details: Prepared similarly according to a reaction sequence in Example 117 steps (a), (b), (c) and (d) for the synthesis of 2,3-dibromo-1-(4-fluoro-benzyl)-4-hydroxy-1H-pyrrolo[2,3-c]pyridine-5-carboxylic acid ethyl ester starting from 2-methyl-1H-pyrrole-3-carboxylic acid ethyl ester, 3-methoxybenzyl chloride. The title compound, ESI MS (m/z): 483 (M+H)+.